Task: describe an organic reaction: reactants, conditions, products, and yield. Dataset: the Open Reaction Database (ORD), a public repository of structured organic reaction records Starting materials: C(C)(C)(C)OC(CN1C(=NC2=C1C=CC=C2)SCCCN(CCC2=CC=CC=C2)C(=O)OCCCC)=O (tert-butyl{2-[3-(butoxycarbonyl-phenethyl-amino)-propylsulfanyl]-benzoimidazol-1-yl}-acetate). The solvent is C(=O)(C(F)(F)F)O.ClCCl (TFA dichloromethane). Run at time 8 hour. Yields the product C(CCC)OC(=O)N(CCCSC1=NC2=C(N1CC(=O)O)C=CC=C2)CCC2=CC=CC=C2 ({2-[3-(Butoxycarbonyl-phenethyl-amino)-propylsulfanyl]-benzoimidazol-1-yl}-acetic acid). Yield: 100.3%. Reaction SMILES: C([O:5][C:6](=[O:37])[CH2:7][N:8]1[C:12]2[CH:13]=[CH:14][CH:15]=[CH:16][C:11]=2[N:10]=[C:9]1[S:17][CH2:18][CH2:19][CH2:20][N:21]([C:30]([O:32][CH2:33][CH2:34][CH2:35][CH3:36])=[O:31])[CH2:22][CH2:23][C:24]1[CH:29]=[CH:28][CH:27]=[CH:26][CH:25]=1)(C)(C)C>C(O)(C(F)(F)F)=O.ClCCl>[CH2:33]([O:32][C:30]([N:21]([CH2:22][CH2:23][C:24]1[CH:29]=[CH:28][CH:27]=[CH:26][CH:25]=1)[CH2:20][CH2:19][CH2:18][S:17][C:9]1[N:8]([CH2:7][C:6]([OH:37])=[O:5])[C:12]2[CH:13]=[CH:14][CH:15]=[CH:16][C:11]=2[N:10]=1)=[O:31])[CH2:34][CH2:35][CH3:36] |f:1.2|. Reported procedure: A solution of tert-butyl{2-[3-(butoxycarbonyl-phenethyl-amino)-propylsulfanyl]-benzoimidazol-1-yl}-acetate (Precursor K-01b, 200 mg, 0.38 mmol) is dissolved in TFA/dichloromethane (1:1, 3 ml). The resulting solution is allowed to stir at rt overnight. The solvent is evaporated under reduced pressure and the crude product is triturated in Et2O (2 ml) until a solid forms. It is filtered, washed thoroughly with Et2O and dried under high vacuum, yielding quantitatively the title compound (179 mg) as...